Dataset: the Open Reaction Database (ORD), a public repository of structured organic reaction records. Task: describe an organic reaction: reactants, conditions, products, and yield The reactants are COC(=O)c1cnc(N2CCCCC2)c(-c2ccc(F)cc2)n1, Cl, [Li+], C1CCOC1, [OH-], O. Product: O=C(O)c1cnc(N2CCCCC2)c(-c2ccc(F)cc2)n1. As a reaction SMILES: [CH3:6][O:7][C:8](=[O:9])[c:10]1[n:11][c:12](-[c:22]2[cH:23][cH:24][c:25]([F:28])[cH:26][cH:27]2)[c:13]([N:16]2[CH2:17][CH2:18][CH2:19][CH2:20][CH2:21]2)[n:14][cH:15]1.[ClH:31].[Li+:29].[O:1]1[CH2:2][CH2:3][CH2:4][CH2:5]1.[OH-:30].[OH2:32]>>[O:7]=[C:8]([OH:9])[c:10]1[n:11][c:12](-[c:22]2[cH:23][cH:24][c:25]([F:28])[cH:26][cH:27]2)[c:13]([N:16]2[CH2:17][CH2:18][CH2:19][CH2:20][CH2:21]2)[n:14][cH:15]1. Reactants: COC1=NC=C(C=C1N)C#CC=1C(=NC=NC1N1CCOCC1)C (2-Methoxy-5-(4-methyl-6-morpholin-4-yl-pyrimidin-5-ylethynyl)-pyridin-3-ylamine), CN1N=CC(=C1)S(=O)(=O)Cl (1-methyl-1H-pyrazole-4-sulfonyl chloride), N1=CC=CC=C1 (pyridine), O (Water). The solvent is C(Cl)Cl (DCM). Yields the product COC1=NC=C(C=C1NS(=O)(=O)C=1C=NN(C1)C)C#CC=1C(=NC=NC1N1CCOCC1)C (N-[2-methoxy-5-[2-(4-methyl-6-morpholin-4-ylpyrimidin-5-yl)ethynyl]pyridin-3-yl]-1-methylpyrazole-4-sulfonamide). RXN SMILES: [CH3:1][O:2][C:3]1[C:8]([NH2:9])=[CH:7][C:6]([C:10]#[C:11][C:12]2[C:13]([CH3:24])=[N:14][CH:15]=[N:16][C:17]=2[N:18]2[CH2:23][CH2:22][O:21][CH2:20][CH2:19]2)=[CH:5][N:4]=1.[CH3:25][N:26]1[CH:30]=[C:29]([S:31](Cl)(=[O:33])=[O:32])[CH:28]=[N:27]1.N1C=CC=CC=1.O>C(Cl)Cl>[CH3:1][O:2][C:3]1[C:8]([NH:9][S:31]([C:29]2[CH:28]=[N:27][N:26]([CH3:25])[CH:30]=2)(=[O:33])=[O:32])=[CH:7][C:6]([C:10]#[C:11][C:12]2[C:13]([CH3:24])=[N:14][CH:15]=[N:16][C:17]=2[N:18]2[CH2:19][CH2:20][O:21][CH2:22][CH2:23]2)=[CH:5][N:4]=1. Procedure: To 100 mg (0.31 mmol) 2-Methoxy-5-(4-methyl-6-morpholin-4-yl-pyrimidin-5-ylethynyl)-pyridin-3-ylamine (E-9) in 5 mL DCM is added 111 mg (0.61 mmol) 1-methyl-1H-pyrazole-4-sulfonyl chloride and 72 μL (0.97 mmol) pyridine and the reaction mixture is stirred over night at RT. Water (2 mL) is added, the mixture is shaken for five minutes, the aqueous phase is separated and is extracted three times with 4 mL DCM. The combined organic phases are dried over MgSO4 and concentrated under reduced pressure...